From a dataset of the Open Reaction Database (ORD), a public repository of structured organic reaction records. describe an organic reaction: reactants, conditions, products, and yield Reactants: BrC1=CC=CC(=N1)CN1C=C(C(C2=CC=CC=C12)=O)C(=O)C=1C=NC(=CC1)Cl (1-(6-bromo-pyridin-2-ylmethyl)-3-(6-chloro-pyridine-3-carbonyl)-1H-quinolin-4-one), CNC (dimethylamine), yellow powder. Yields the product BrC1=CC=CC(=N1)CN1C=C(C(C2=CC=CC=C12)=O)C(=O)C=1C=NC(=CC1)N(C)C (1-(6-Bromo-pyridin-2-ylmethyl)-3-(6-dimethylamino-pyridine-3-carbonyl)-1H-quinolin-4-one). RXN SMILES: [Br:1][C:2]1[N:7]=[C:6]([CH2:8][N:9]2[C:18]3[C:13](=[CH:14][CH:15]=[CH:16][CH:17]=3)[C:12](=[O:19])[C:11]([C:20]([C:22]3[CH:23]=[N:24][C:25](Cl)=[CH:26][CH:27]=3)=[O:21])=[CH:10]2)[CH:5]=[CH:4][CH:3]=1.[CH3:29][NH:30][CH3:31]>>[Br:1][C:2]1[N:7]=[C:6]([CH2:8][N:9]2[C:18]3[C:13](=[CH:14][CH:15]=[CH:16][CH:17]=3)[C:12](=[O:19])[C:11]([C:20]([C:22]3[CH:23]=[N:24][C:25]([N:30]([CH3:31])[CH3:29])=[CH:26][CH:27]=3)=[O:21])=[CH:10]2)[CH:5]=[CH:4][CH:3]=1. Reported procedure: Experimental conditions analogous to those described for Example 141, from 42 mg (0.092 mmol) of 1-(6-bromo-pyridin-2-ylmethyl)-3-(6-chloro-pyridine-3-carbonyl)-1H-quinolin-4-one and 1 mL 2 M dimethylamine solution. Yield: 17 mg of a yellow powder. LC-MSD, m/z for C23H19BrN4O2 [M+H]+=463.0, 465.0; HPLC retention time: 0.6 min. The reactants are C(C1=CC=CC=C1)(C1=CC=CC=C1)N1CC(C1)O (1-benzhydryl-3-azetidinol), FC(C1=C(C(C2=CC=C(C=C2)OC(F)F)O)C=CC=C1)(F)F (2-(trifluoromethyl)-4′-(difluoromethoxy)benzhydrol), C(C1=CC=CC=C1)(C1=CC=CC=C1)N1CC(C1)OC(C1=C(C=C(C=C1)Cl)Cl)C1=CC=C(C=C1)Cl (1-benzhydryl-3-(2,4,4′-trichlorobenzhydryloxy)azetidine). The product is C(C1=CC=CC=C1)(C1=CC=CC=C1)N1CC(C1)OC(C1=C(C=CC=C1)C(F)(F)F)C1=CC=C(C=C1)OC(F)F (1-benzhydryl-3-[2-(trifluoromethyl)-4′-(difluoromethoxy)-benzhydryloxy]azetidine). Isolated yield 111.6%. Reaction SMILES: [CH:1]([N:14]1[CH2:17][CH:16]([OH:18])[CH2:15]1)([C:8]1[CH:13]=[CH:12][CH:11]=[CH:10][CH:9]=1)[C:2]1[CH:7]=[CH:6][CH:5]=[CH:4][CH:3]=1.[F:19][C:20]([F:40])([F:39])[C:21]1[CH:38]=[CH:37][CH:36]=[CH:35][C:22]=1[CH:23](O)[C:24]1[CH:29]=[CH:28][C:27]([O:30][CH:31]([F:33])[F:32])=[CH:26][CH:25]=1.C(N1CC(OC(C2C=CC(Cl)=CC=2)C2C=CC(Cl)=CC=2Cl)C1)(C1C=CC=CC=1)C1C=CC=CC=1>>[CH:1]([N:14]1[CH2:17][CH:16]([O:18][CH:23]([C:24]2[CH:29]=[CH:28][C:27]([O:30][CH:31]([F:33])[F:32])=[CH:26][CH:25]=2)[C:22]2[CH:35]=[CH:36][CH:37]=[CH:38][C:21]=2[C:20]([F:19])([F:39])[F:40])[CH2:15]1)([C:8]1[CH:13]=[CH:12][CH:11]=[CH:10][CH:9]=1)[C:2]1[CH:3]=[CH:4][CH:5]=[CH:6][CH:7]=1. Reported procedure: This material was prepared from 1-benzhydryl-3-azetidinol (1) (1.12 g, 4.7 mmol) and 2-(trifluoromethyl)-4′-(difluoromethoxy)benzhydrol (173) (3.0 g, 9.4 mmol) using the procedure described for compound (3). After basic aqueous workup, the crude product was partially purified by flash column chromatography [SiO2; ethyl acetate-iso-hexane (10:90-+15:85)] to afford an amber gum (2.83 g) which was used directly in the next step without further purification.